Dataset: the Open Reaction Database (ORD), a public repository of structured organic reaction records. Task: describe an organic reaction: reactants, conditions, products, and yield The reactants are BrCCCCCOC1OCCCC1 (2-(5-bromopentyloxy)tetrahydro-2H-pyran), [Cl-].[NH4+] (ammonium chloride), C(C)(C)NC(C)C (diisopropylamine), C(CCC)[Li] (n-butyl lithium), C(C(C)C)(=O)OCC (ethyl isobutyrate). The solvent is C1CCOC1 (THF), C1CCOC1 (THF). Reaction conditions: temperature 0 celsius, time 30 minute. Product: CC(C(=O)OCC)(CCCCCOC1OCCCC1)C (Ethyl 2,2-dimethyl-7-(tetrahydro-2H-pyran-2-yloxy)heptanoate). As a reaction SMILES: C(NC(C)C)(C)C.C([Li])CCC.[C:13]([O:18][CH2:19][CH3:20])(=[O:17])[CH:14]([CH3:16])[CH3:15].Br[CH2:22][CH2:23][CH2:24][CH2:25][CH2:26][O:27][CH:28]1[CH2:33][CH2:32][CH2:31][CH2:30][O:29]1.[Cl-].[NH4+]>C1COCC1>[CH3:15][C:14]([CH3:16])([CH2:22][CH2:23][CH2:24][CH2:25][CH2:26][O:27][CH:28]1[CH2:33][CH2:32][CH2:31][CH2:30][O:29]1)[C:13]([O:18][CH2:19][CH3:20])=[O:17] |f:4.5|. Reported procedure: A solution of diisopropylamine (1.78 mL) in dry THF (10 mL) at 0° C. under nitrogen was treated dropwise with n-butyl lithium (2.5M in hexanes, 5.09 mL) to generate a pale yellow solution which was stirred at 0° C. for 30 minutes then cooled to −78° C. and treated dropwise with ethyl isobutyrate (1.55 mL). The solution was stirred at −78° C. for 45 minutes then a solution of 2-(5-bromopentyloxy)tetrahydro-2H-pyran (example 285, step a) (3.20 g) in dry THF (1 mL) was added dropwise. The reaction ... The reactants are C(C)(=O)O (acetic acid), N1CCCCC1 (piperidine), [Mn](=O)(=O)(=O)[O-].[K+] (potassium permanganate), C(C=C)OCC1COCC(O1)COCC(=O)N(CCC)CCC (2-[[6-[(2-propenyloxy)methyl]-1,4-dioxan-2-yl]methoxy]-N,N-dipropylacetamide), Cl (hydrochloric acid), S([O-])(O)=O.[Na+] (sodium bisulfite). Run in C(Cl)(Cl)Cl (chloroform), CC(=O)C (acetone), CC(=O)C (acetone), O (water), O (water). Reaction conditions: time 30 minute. The product is C(CC)N(C(COCC1COCC(O1)COCC(=O)O)=O)CCC ([[6-[[2-(Dipropylamino)-2-oxoethoxy]methyl]-1,4-dioxan-2-yl]methoxy]acetic acid). Reaction SMILES: C([O:4][CH2:5][CH:6]1[O:11][CH:10]([CH2:12][O:13][CH2:14][C:15]([N:17]([CH2:21][CH2:22][CH3:23])[CH2:18][CH2:19][CH3:20])=[O:16])[CH2:9][O:8][CH2:7]1)C=C.N1CCCCC1.[Mn]([O-])(=O)(=O)=O.[K+].Cl.S(=O)(O)[O-].[Na+].[C:42]([OH:45])(=[O:44])[CH3:43]>CC(C)=O.O.C(Cl)(Cl)Cl>[CH2:21]([N:17]([CH2:18][CH2:19][CH3:20])[C:15](=[O:16])[CH2:14][O:13][CH2:12][CH:10]1[O:11][CH:6]([CH2:5][O:4][CH2:43][C:42]([OH:45])=[O:44])[CH2:7][O:8][CH2:9]1)[CH2:22][CH3:23] |f:2.3,5.6|. Procedure: A solution of 8.23 g (0.025 mole) of 2-[[6-[(2-propenyloxy)methyl]-1,4-dioxan-2-yl]methoxy]-N,N-dipropylacetamide in 350 ml of dry acetone is stirred at -20°, treated with 12.0 ml (0.12 mole) of piperidine and 9.53 g of potassium permanganate (0.06 mole). The mixture is stirred for 30 minutes, and treated below -20° with 2 ml of acetic acid in 25 ml of acetone. After 4 hours at -20°, 250 ml of chloroform is added (-20°), followed by careful addition of 30 ml of concentrated hydrochloric acid in ... Starting materials: ClC1=C(C(=O)Cl)C=CC=N1 (2-chloronicotinoyl chloride), [S-]C#N.[NH4+] (ammonium thiocyanate), CNC1=CC2=C(S1)C=CC=C2 (2-(methylamino)benzo[b]thiophene). The solvent is CC(=O)C (acetone). Yields the product S1C2=C(C=C1N(C)C=1SC3=C(C(N1)=O)C=CC=N3)C=CC=C2 (2-[N-(benzo[b]thiophen-2-yl)-N-methylamino]-4H-pyrido[3,2-e]-1,3-thiazin-4-one). As a reaction SMILES: Cl[C:2]1[N:10]=[CH:9][CH:8]=[CH:7][C:3]=1[C:4](Cl)=[O:5].[S-:11][C:12]#[N:13].[NH4+].[CH3:15][NH:16][C:17]1[S:21][C:20]2[CH:22]=[CH:23][CH:24]=[CH:25][C:19]=2[CH:18]=1>CC(C)=O>[S:21]1[C:17]([N:16]([C:12]2[S:11][C:2]3[N:10]=[CH:9][CH:8]=[CH:7][C:3]=3[C:4](=[O:5])[N:13]=2)[CH3:15])=[CH:18][C:19]2[CH:25]=[CH:24][CH:23]=[CH:22][C:20]1=2 |f:1.2|. Reported procedure: The reaction procedure of Example 102 was followed except that 278 mg of 2-chloronicotinoyl chloride, 120 mg of ammonium thiocyanate, 258 mg of -2-(methylamino)benzo[b]thiophene and 6 ml of acetone were used. The product was then recrystallized from a mixture of ethanol and ethyl acetate to obtain 143 mg of 2-[N-(benzo[b]thiophen-2-yl)-N-methylamino]-4H-pyrido[3,2-e]-1,3-thiazin-4-one. Reactants: CCO, NNC=O, Fc1cc(F)cc(CN=C=S)c1. The product is O=CNNC(=S)NCc1cc(F)cc(F)c1. RXN SMILES: [CH3:17][CH2:18][OH:19].[CH:13](=[O:14])[NH:15][NH2:16].[F:1][c:2]1[cH:3][c:4]([CH2:5][N:6]=[C:7]=[S:8])[cH:9][c:10]([F:12])[cH:11]1>>[F:1][c:2]1[cH:3][c:4]([CH2:5][NH:6][C:7](=[S:8])[NH:16][NH:15][CH:13]=[O:14])[cH:9][c:10]([F:12])[cH:11]1. Starting materials: aqueous solution, [OH-].[Na+] (sodium hydroxide), C(C)(=O)OC1=C(C(=O)NC2=C(C(=O)OC)C=CC(=C2)C2=CC=CC=C2)C=C(C=C1)OC(C)C (methyl 2-(2-acetoxy-5-isopropoxybenzamido)-4-phenylbenzoate), aqueous solution, [OH-].[Na+] (sodium hydroxide), aqueous solution, [OH-].[Na+] (sodium hydroxide), aqueous solution, C(CC(O)(C(=O)O)CC(=O)O)(=O)O (citric acid). Run in O1CCOCC1 (Dioxane). Reaction conditions: temperature 55 celsius, time 4 hour. Yields the product OC1=C(C(=O)NC2=C(C(=O)O)C=CC(=C2)C2=CC=CC=C2)C=C(C=C1)OC(C)C (2-(2-hydroxy-5-isopropoxybenzamido)-4-phenylbenzoic acid). Yield: 61.9%. RXN SMILES: [OH-].[Na+].C([O:6][C:7]1[CH:31]=[CH:30][C:29]([O:32][CH:33]([CH3:35])[CH3:34])=[CH:28][C:8]=1[C:9]([NH:11][C:12]1[CH:21]=[C:20]([C:22]2[CH:27]=[CH:26][CH:25]=[CH:24][CH:23]=2)[CH:19]=[CH:18][C:13]=1[C:14]([O:16]C)=[O:15])=[O:10])(=O)C.C(O)(=O)CC(CC(O)=O)(C(O)=O)O>O1CCOCC1>[OH:6][C:7]1[CH:31]=[CH:30][C:29]([O:32][CH:33]([CH3:35])[CH3:34])=[CH:28][C:8]=1[C:9]([NH:11][C:12]1[CH:21]=[C:20]([C:22]2[CH:27]=[CH:26][CH:25]=[CH:24][CH:23]=2)[CH:19]=[CH:18][C:13]=1[C:14]([OH:16])=[O:15])=[O:10] |f:0.1|. Procedure details: Dioxane (5.0 mL) and a 4 mol/L aqueous solution of sodium hydroxide (0.20 mL) were added to the obtained methyl 2-(2-acetoxy-5-isopropoxybenzamido)-4-phenylbenzoate (0.072 g), followed by stirring at 50 to 60° C. for 4 hours. The reaction mixture was cooled to room temperature, and a 4 mol/L aqueous solution of sodium hydroxide (0.081 mL) was added thereto, followed by stirring at 55 to 60° C. for 2 hours. The reaction mixture was cooled to room temperature, and a 4 mol/L aqueous solution of sod... Reactants: Cc1ccc(-n2cc(CCO)nn2)cc1C(=O)c1ccc(Br)cc1Cl, Nc1cccc(Cl)c1Cl, Cc1cc(Nc2ccc(F)cc2F)ccc1C(=O)c1cc(-n2cc(CCO)nn2)ccc1C. Product: Cc1ccc(-n2cc(CCO)nn2)cc1C(=O)c1ccc(Nc2cccc(Cl)c2Cl)cc1Cl. Reaction SMILES: [Br:34][c:35]1[cH:36][c:37]([Cl:58])[c:38]([C:41](=[O:42])[c:43]2[c:44]([CH3:57])[cH:45][cH:46][c:47](-[n:49]3[n:50][n:51][c:52]([CH2:54][CH2:55][OH:56])[cH:53]3)[cH:48]2)[cH:39][cH:40]1.[Cl:59][c:60]1[c:61]([NH2:67])[cH:62][cH:63][cH:64][c:65]1[Cl:66].[F:1][c:2]1[cH:3][c:4]([F:5])[cH:6][cH:7][c:8]1[NH:9][c:10]1[cH:11][cH:12][c:13]([C:14]([c:15]2[cH:16][c:17](-[n:18]3[cH:19][c:20]([CH2:21][CH2:22][OH:23])[n:24][n:25]3)[cH:26][cH:27][c:28]2[CH3:29])=[O:30])[c:31]([CH3:32])[cH:33]1>>[c:35]1([NH:67][c:61]2[c:60]([Cl:59])[c:65]([Cl:66])[cH:64][cH:63][cH:62]2)[cH:36][c:37]([Cl:58])[c:38]([C:41](=[O:42])[c:43]2[c:44]([CH3:57])[cH:45][cH:46][c:47](-[n:49]3[n:50][n:51][c:52]([CH2:54][CH2:55][OH:56])[cH:53]3)[cH:48]2)[cH:39][cH:40]1. Starting materials: aldehyde, alcohol, CN(C)CC=1C=C(C=C(C1)F)CO ({3-[(dimethylamino)methyl]-5-fluorophenyl}methanol). The reagents and catalysts are [O-2].[Mn+4].[O-2] (manganese(IV) oxide). Run in C(Cl)(Cl)Cl (Chloroform). Conditions: time 7 hour. The product is CN(C)CC=1C=C(C=O)C=C(C1)F (3-[(dimethylamino)methyl]-5-fluorobenzaldehyde). As a reaction SMILES: [CH3:1][N:2]([CH2:4][C:5]1[CH:6]=[C:7]([CH2:12][OH:13])[CH:8]=[C:9]([F:11])[CH:10]=1)[CH3:3]>C(Cl)(Cl)Cl.[O-2].[Mn+4].[O-2]>[CH3:3][N:2]([CH2:4][C:5]1[CH:6]=[C:7]([CH:8]=[C:9]([F:11])[CH:10]=1)[CH:12]=[O:13])[CH3:1] |f:2.3.4|. Reported procedure: To a solution of {3-[(dimethylamino)methyl]-5-fluorophenyl}methanol (0.100 g, 0.546 mmol, from Step 1) in Chloroform (3 mL) was added manganese(IV) oxide (0.145 g, 1.42 mmol) and the mixture was heated in an oil bath held at 80° C. for 7 hours, The reaction mixture was filtered, rinsing with copious CHCl3 and the solvent was removed from the filtrate in vacuo. The product of the reaction, containing approximately 50% aldehyde and 50%) unreacted alcohol was used without further purification in St...